Dataset: the Open Reaction Database (ORD), a public repository of structured organic reaction records. Task: describe an organic reaction: reactants, conditions, products, and yield The reactants are O[C@@H]1C[C@H]2CC[C@H]3[C@]4(CC[C@H](/C=C/C(=O)OC)[C@]4(CC[C@@H]3[C@]2(CC1)C)C)O (methyl (E)-3β,14β-dihydroxy-5β-pregn-20-ene-21-carboxylate), C(C)(=O)OC(C)=O (acetic anhydride). The reagents and catalysts are CN(C1=CC=NC=C1)C (4-dimethylaminopyridine). The solvent is N1=CC=CC=C1 (pyridine). Yields the product C(C)(=O)O[C@@H]1C[C@H]2CC[C@H]3[C@]4(CC[C@H](/C=C/C(=O)OC)[C@]4(CC[C@@H]3[C@]2(CC1)C)C)O (methyl (E)-3β-acetoxy-14β-hydroxy-5β-pregn-20-ene-21-carboxylate). As a reaction SMILES: [OH:1][C@H:2]1[CH2:24][CH2:23][C@@:22]2([CH3:25])[C@H:4]([CH2:5][CH2:6][C@@H:7]3[C@@H:21]2[CH2:20][CH2:19][C@@:18]2([CH3:26])[C@:8]3([OH:27])[CH2:9][CH2:10][C@@H:11]2/[CH:12]=[CH:13]/[C:14]([O:16][CH3:17])=[O:15])[CH2:3]1.[C:28](OC(=O)C)(=[O:30])[CH3:29]>N1C=CC=CC=1.CN(C)C1C=CN=CC=1>[C:28]([O:1][C@H:2]1[CH2:24][CH2:23][C@@:22]2([CH3:25])[C@H:4]([CH2:5][CH2:6][C@@H:7]3[C@@H:21]2[CH2:20][CH2:19][C@@:18]2([CH3:26])[C@:8]3([OH:27])[CH2:9][CH2:10][C@@H:11]2/[CH:12]=[CH:13]/[C:14]([O:16][CH3:17])=[O:15])[CH2:3]1)(=[O:30])[CH3:29]. Reported procedure: To a solution of 9.00 g of methyl (E)-3β,14β-dihydroxy-5β-pregn-20-ene-21-carboxylate (Boutagy J. and Thomas R., Aust. J. Pharm. Sci., 1972, NS1, 67) in 40 ml of pyridine, 0.04 g of 4-dimethylaminopyridine and 11.5 ml of acetic anhydride were added at room temperature, under nitrogen atmosphere. After 4 hrs the reaction was concentrated under reduced pressure, neutralized with aqueous sodium dihydrogenphosphate and then extracted with ethyl acetate. The organic layer was dried over anhydrous sod... The reactants are CC(C(C(SC)S(=O)C)=NO)(C)C (3,3-dimethyl-1-(methylsulfinyl)-1-methylthio-2-butanone oxime), CN=C=O (methyl isocyanate). The solvent is C(Cl)Cl (methylene chloride). Reaction conditions: time 18 hour. The product is CNC(=O)ON=C(C(SC)S(=O)C)C(C)(C)C (3,3-dimethyl-1-(methylsulfinyl)-1-methylthio-2-butanone O-[methylaminocarbonyl]oxime). As a reaction SMILES: [CH3:1][C:2]([CH3:13])([CH3:12])[C:3](=[N:10][OH:11])[CH:4]([S:7]([CH3:9])=[O:8])[S:5][CH3:6].[CH3:14][N:15]=[C:16]=[O:17]>C(Cl)Cl>[CH3:14][NH:15][C:16]([O:11][N:10]=[C:3]([C:2]([CH3:13])([CH3:12])[CH3:1])[CH:4]([S:7]([CH3:9])=[O:8])[S:5][CH3:6])=[O:17]. Reported procedure: To 50 mg of 3,3-dimethyl-1-(methylsulfinyl)-1-methylthio-2-butanone oxime in 5 ml of methylene chloride is added 0.5 ml of methyl isocyanate. After standing at room temperature 18 hrs., the solvent was removed to give 53 mg of impure 3,3-dimethyl-1-(methylsulfinyl)-1-methylthio-2-butanone O-[methylaminocarbonyl]oxime. The ir and pmr were identical to that of an authentic sample synthesized independently.